This data is from the Open Reaction Database (ORD), a public repository of structured organic reaction records. The task is: describe an organic reaction: reactants, conditions, products, and yield Reactants: CN1CCC2(CC1)COC1=CC=3CCNC3C=C12 (1'-methyl-2,3,6,7-tetrahydrospiro[furo[2,3-f]indole-3,4'-piperidine]), COC(=O)C=1C=CC(=C(C1)C1=CC=C(C=C1)C(=O)O)C (5'-methoxycarbonyl-2'-methylbiphenyl-4-carboxylic acid), Example 1. The product is COC(=O)C=1C=CC(=C(C1)C1=CC=C(C=C1)C(=O)N1CCC=2C=C3C(=CC12)C1(CCN(CC1)C)CO3)C (5-(5'-Methoxycarbonyl-2'-methylbiphenyl-4-carbonyl)-1'-methyl-2,3,6,7-tetrahydrospiro[furo[2,3-f]indole-3,4'-piperidine]). RXN SMILES: [CH3:1][N:2]1[CH2:7][CH2:6][C:5]2([C:18]3[C:10](=[CH:11][C:12]4[CH2:13][CH2:14][NH:15][C:16]=4[CH:17]=3)[O:9][CH2:8]2)[CH2:4][CH2:3]1.[CH3:19][O:20][C:21]([C:23]1[CH:24]=[CH:25][C:26]([CH3:38])=[C:27]([C:29]2[CH:34]=[CH:33][C:32]([C:35](O)=[O:36])=[CH:31][CH:30]=2)[CH:28]=1)=[O:22]>>[CH3:19][O:20][C:21]([C:23]1[CH:24]=[CH:25][C:26]([CH3:38])=[C:27]([C:29]2[CH:34]=[CH:33][C:32]([C:35]([N:15]3[C:16]4[CH:17]=[C:18]5[C:5]6([CH2:8][O:9][C:10]5=[CH:11][C:12]=4[CH2:13][CH2:14]3)[CH2:4][CH2:3][N:2]([CH3:1])[CH2:7][CH2:6]6)=[O:36])=[CH:31][CH:30]=2)[CH:28]=1)=[O:22]. Procedure: The title compound was prepared from 1'-methyl-2,3,6,7-tetrahydrospiro [furo[2,3-f]indole-3,4'-piperidine] (D8) and 5'-methoxycarbonyl-2'-methylbiphenyl-4-carboxylic acid (D42) using a similar procedure to Example 1 (51%). The reactants are CN1CCOCC1, Cc1ccccc1, c1ccc(P(CC2CC(P(c3ccccc3)c3ccccc3)CN2)c2ccccc2)cc1, O=P(Cl)(c1ccccc1)c1ccccc1. Product: O=P(c1ccccc1)(c1ccccc1)N1CC(P(c2ccccc2)c2ccccc2)CC1CP(c1ccccc1)c1ccccc1. Reaction SMILES: [CH3:33][N:34]1[CH2:35][CH2:36][O:37][CH2:38][CH2:39]1.[CH3:55][c:56]1[cH:57][cH:58][cH:59][cH:60][cH:61]1.[c:1]1([P:7]([CH:8]2[CH2:9][CH:10]([CH2:13][P:14]([c:15]3[cH:16][cH:17][cH:18][cH:19][cH:20]3)[c:21]3[cH:22][cH:23][cH:24][cH:25][cH:26]3)[NH:11][CH2:12]2)[c:27]2[cH:28][cH:29][cH:30][cH:31][cH:32]2)[cH:2][cH:3][cH:4][cH:5][cH:6]1.[c:40]1([P:46](=[O:47])([c:48]2[cH:49][cH:50][cH:51][cH:52][cH:53]2)[Cl:54])[cH:41][cH:42][cH:43][cH:44][cH:45]1>>[c:1]1([P:7]([CH:8]2[CH2:9][CH:10]([CH2:13][P:14]([c:15]3[cH:16][cH:17][cH:18][cH:19][cH:20]3)[c:21]3[cH:22][cH:23][cH:24][cH:25][cH:26]3)[N:11]([P:46]([c:40]3[cH:41][cH:42][cH:43][cH:44][cH:45]3)(=[O:47])[c:48]3[cH:49][cH:50][cH:51][cH:52][cH:53]3)[CH2:12]2)[c:27]2[cH:28][cH:29][cH:30][cH:31][cH:32]2)[cH:2][cH:3][cH:4][cH:5][cH:6]1. Starting materials: O=C([O-])[O-], COc1ccc2cc(O)ccc2c1, O=[N+]([O-])c1ccc(F)cc1, [K+], [K+], CN(C)C=O, O. Product: COc1ccc2cc(Oc3ccc([N+](=O)[O-])cc3)ccc2c1. Reaction SMILES: [C:11](=[O:12])([O-:13])[O-:14].[CH3:17][O:18][c:19]1[cH:20][c:21]2[cH:22][cH:23][c:24]([OH:29])[cH:25][c:26]2[cH:27][cH:28]1.[F:1][c:2]1[cH:3][cH:4][c:5]([N+:8](=[O:9])[O-:10])[cH:6][cH:7]1.[K+:15].[K+:16].[O:31]=[CH:32][N:33]([CH3:34])[CH3:35].[OH2:30]>>[c:2]1([O:29][c:24]2[cH:23][cH:22][c:21]3[cH:20][c:19]([O:18][CH3:17])[cH:28][cH:27][c:26]3[cH:25]2)[cH:3][cH:4][c:5]([N+:8](=[O:9])[O-:10])[cH:6][cH:7]1. Starting materials: CCBr, CCO, Cc1ccc(N)cc1O, [Na+], [Na+], O=C([O-])[O-], O. Yields the product CCNc1ccc(C)c(O)c1. As a reaction SMILES: [CH2:1]([CH3:2])[Br:3].[CH3:19][CH2:20][OH:21].[NH2:4][c:5]1[cH:6][cH:7][c:8]([CH3:12])[c:9]([OH:11])[cH:10]1.[Na+:13].[Na+:14].[O-:15][C:16](=[O:17])[O-:18].[OH2:22]>>[CH2:1]([CH3:2])[NH:4][c:5]1[cH:6][cH:7][c:8]([CH3:12])[c:9]([OH:11])[cH:10]1. Product: COCCC1(C(=S)NC(Cc2ccc(NC(=O)c3c(Cl)cccc3Cl)cc2)C(=O)O)CCCC1. RXN SMILES: [CH3:1][O:2][C:3]([CH:4]([NH:5][C:6](=[S:7])[C:8]1([CH2:13][CH2:14][O:15][CH3:16])[CH2:9][CH2:10][CH2:11][CH2:12]1)[CH2:17][c:18]1[cH:19][cH:20][c:21]([NH:24][C:25](=[O:26])[c:27]2[c:28]([Cl:34])[cH:29][cH:30][cH:31][c:32]2[Cl:33])[cH:22][cH:23]1)=[O:35].[CH3:39][CH2:40][O:41][C:42](=[O:43])[CH3:44].[CH3:45][OH:46].[ClH:38].[Na+:37].[OH-:36].[OH2:47]>>[O:2]=[C:3]([CH:4]([NH:5][C:6](=[S:7])[C:8]1([CH2:13][CH2:14][O:15][CH3:16])[CH2:9][CH2:10][CH2:11][CH2:12]1)[CH2:17][c:18]1[cH:19][cH:20][c:21]([NH:24][C:25](=[O:26])[c:27]2[c:28]([Cl:34])[cH:29][cH:30][cH:31][c:32]2[Cl:33])[cH:22][cH:23]1)[OH:35]. Starting materials: COCCC1(C(=S)NC(Cc2ccc(NC(=O)c3c(Cl)cccc3Cl)cc2)C(=O)OC)CCCC1, CCOC(C)=O, CO, Cl, [Na+], [OH-], O. Reactants: S1CC(NC2=C1C=CC=C2)=O (1,4-benzothiazin-3(4H)-one), [I-].[Na+] (sodium iodide), [H-].[Na+] (NaH), CN(CCCCl)C (3-dimethylaminopropyl chloride). Run in C1(=CC=CC=C1)C (toluene), CN(C)C=O (DMF). Product: CN(CCCN1C(CSC2=C1C=CC=C2)=O)C (4-[3-(Dimethylamino)propyl]-2H-1,4-benzothiazin-3(4H)-one). RXN SMILES: [S:1]1[C:6]2[CH:7]=[CH:8][CH:9]=[CH:10][C:5]=2[NH:4][C:3](=[O:11])[CH2:2]1.[H-].[Na+].[CH3:14][N:15]([CH3:20])[CH2:16][CH2:17][CH2:18]Cl.[I-].[Na+]>C1(C)C=CC=CC=1.CN(C=O)C>[CH3:14][N:15]([CH3:20])[CH2:16][CH2:17][CH2:18][N:4]1[C:5]2[CH:10]=[CH:9][CH:8]=[CH:7][C:6]=2[S:1][CH2:2][C:3]1=[O:11] |f:1.2,4.5|. Procedure details: The title product is prepared by reacting sixty grams (0.36 mole) of 1,4-benzothiazin-3(4H)-one in 360 of DMF with 18 g (0.37 mole) of 50% NaH, 260 ml (0.55 mole) of a 2.1 N toluene solution of 3-dimethylaminopropyl chloride, and 4 g of sodium iodide according to the procedure described in Example 1, part A; yield, 57.7 g; bp 157°-160°/0.2 mm. The reactants are C(C)(=O)OCC (ethyl acetate), CC=1C=C(C=C(C1)C)CC(C1=CC=CC=2CCCCC12)NC(NCCOC(C)=O)=S (acetic acid 2-{3-[2-(3,5-dimethyl-phenyl)-1-(5,6,7,8-tetrahydro-naphthalen-1-yl)-ethyl]-thioureido}-ethyl ester), [OH-].[Li+] (lithium hydroxide). Solvent: C1CCOC1 (THF), O (water). Conditions: time 6 hour. The product is CC=1C=C(C=C(C1)C)CC(C1=CC=CC=2CCCCC12)NC(=S)NCCO (1-[2-(3,5-dimethylphenyl)-1-(5,6,7,8-tetrahydronaphthalen-1-yl)-ethyl]-3-(2-hydroxyethyl)-thiourea). Reaction SMILES: [CH3:1][C:2]1[CH:3]=[C:4]([CH2:9][CH:10]([NH:21][C:22](=[S:30])[NH:23][CH2:24][CH2:25][O:26]C(=O)C)[C:11]2[C:20]3[CH2:19][CH2:18][CH2:17][CH2:16][C:15]=3[CH:14]=[CH:13][CH:12]=2)[CH:5]=[C:6]([CH3:8])[CH:7]=1.[OH-].[Li+].C(OCC)(=O)C>C1COCC1.O>[CH3:1][C:2]1[CH:3]=[C:4]([CH2:9][CH:10]([NH:21][C:22]([NH:23][CH2:24][CH2:25][OH:26])=[S:30])[C:11]2[C:20]3[CH2:19][CH2:18][CH2:17][CH2:16][C:15]=3[CH:14]=[CH:13][CH:12]=2)[CH:5]=[C:6]([CH3:8])[CH:7]=1 |f:1.2|. Procedure details: To a solution of acetic acid 2-{3-[2-(3,5-dimethyl-phenyl)-1-(5,6,7,8-tetrahydro-naphthalen-1-yl)-ethyl]-thioureido}-ethyl ester (2.60 g) in THF (30 ml) was added a solution of lithium hydroxide (294 mg) in water (30 ml) and the mixture stirred for 6 hours at room temperature. The reaction mixture was poured into ethyl acetate (300 ml) and washed with potassium carbonate solution (5 wt % in water). The solution was dried over sodium sulphate. Removal of the solvent in vacuo yielded 1-[2-(3,5-dim...